Dataset: the Open Reaction Database (ORD), a public repository of structured organic reaction records. Task: describe an organic reaction: reactants, conditions, products, and yield Reactants: CS(=O)C (dimethyl sulfoxide), TEA, C(C(=O)Cl)(=O)Cl (oxalyl chloride), CC=1C=C(OCCO)C=CC1C (2-(3,4-dimethyl-phenoxy)-ethanol), O (water). The solvent is C(Cl)Cl (DCM), C(Cl)Cl (DCM), C(Cl)Cl (DCM), C(Cl)Cl (DCM). Conditions: temperature -78 celsius, time 10 minute. Product: CC=1C=C(OCC=O)C=CC1C ((3,4-dimethyl-phenoxy)-acetaldehyde). Reaction SMILES: C(Cl)(=O)C(Cl)=O.CS(C)=O.[CH3:11][C:12]1[CH:13]=[C:14]([CH:19]=[CH:20][C:21]=1[CH3:22])[O:15][CH2:16][CH2:17][OH:18].O>C(Cl)Cl>[CH3:11][C:12]1[CH:13]=[C:14]([CH:19]=[CH:20][C:21]=1[CH3:22])[O:15][CH2:16][CH:17]=[O:18]. Reported procedure: A cooled (−78° C.) solution of oxalyl chloride (0.76 ml; 9.000 mmol) in anhydrous DCM (40 ml) was treated dropwise with a solution of dimethyl sulfoxide (1.40 ml; 18.000 mmol) in anhydrous DCM (6 ml). After 10 min., a solution of 2-(3,4-dimethyl-phenoxy)-ethanol (0.997 g; 6.000 mmol) in DCM (12 ml) was added dropwise, and the reaction mixture was further stirred at −78° C. for 30 min. TEA (4.17 ml; 30.000 mmol) was then added dropwise, and after 10 min. the resulting mixture was allowed to warm-... The product is CC(C)(C)NC(=O)c1cnc(Cl)cc1-c1ccc(F)cc1. Reaction SMILES: [C:10]([CH3:11])([CH3:12])([CH3:13])[NH:14][C:15]([c:16]1[cH:17][n:18][c:19]([Cl:22])[cH:20][cH:21]1)=[O:23].[CH2:40]1[O:41][CH2:42][CH2:43][CH2:44]1.[CH3:24][OH:25].[Cl-:1].[Cl:26][C:27]1=[C:38]([Cl:39])[C:36](=[O:37])[C:33]([C:34]#[N:35])=[C:30]([C:31]#[N:32])[C:28]1=[O:29].[F:2][c:3]1[cH:4][cH:5][c:6]([Mg+:9])[cH:7][cH:8]1>>[F:2][c:3]1[cH:4][cH:5][c:6](-[c:21]2[c:16]([C:15]([NH:14][C:10]([CH3:11])([CH3:12])[CH3:13])=[O:23])[cH:17][n:18][c:19]([Cl:22])[cH:20]2)[cH:7][cH:8]1. Reactants: CC(C)(C)NC(=O)c1ccc(Cl)nc1, C1CCOC1, CO, [Cl-], N#CC1=C(C#N)C(=O)C(Cl)=C(Cl)C1=O, Fc1ccc([Mg+])cc1. The reactants are Cl (hydrochloride), C(C)(=O)C1N=C(N(C1)N)C1=CC=NN1C1=CC=CC=C1 (Acetyl-2(1-phenyl-5-pyrazolyl)-amino-2-imidazoline), Cl (HCl), product, Cl (HCl). Run in C(C)(C)O (isopropyl alcohol), CO (methanol). Yields the product C1(=CC=CC=C1)N1N=CC=C1C=1N(CCN1)N (2-(1-Phenyl-5-pyrazolyl)-amino-2-imidazoline). As a reaction SMILES: C([CH:4]1[CH2:8][N:7]([NH2:9])[C:6]([C:10]2[N:14]([C:15]3[CH:20]=[CH:19][CH:18]=[CH:17][CH:16]=3)[N:13]=[CH:12][CH:11]=2)=[N:5]1)(=O)C.Cl>CO.C(O)(C)C>[C:15]1([N:14]2[C:10]([C:6]3[N:7]([NH2:9])[CH2:8][CH2:4][N:5]=3)=[CH:11][CH:12]=[N:13]2)[CH:16]=[CH:17][CH:18]=[CH:19][CH:20]=1. Procedure details: Acetyl-2(1-phenyl-5-pyrazolyl)-amino-2-imidazoline (15.1 g.) was treated with HCl in methanol as described in Example II to give 12.5 g. product mp 206°-208° C. The hydrochloride, made with HCl in isopropyl alcohol had a mp of 232°-234° C. The reactants are B, CC(=O)c1c[nH]c2c3c(ccc12)OCC3, CC(C)=O, C1CCOC1. Yields the product CCc1c[nH]c2c3c(ccc12)OCC3. As a reaction SMILES: [BH3:16].[C:1]([CH3:2])(=[O:3])[c:4]1[cH:5][nH:6][c:7]2[c:8]3[c:9]([cH:10][cH:11][c:12]12)[O:13][CH2:14][CH2:15]3.[CH3:17][C:18](=[O:19])[CH3:20].[O:21]1[CH2:22][CH2:23][CH2:24][CH2:25]1>>[CH2:1]([CH3:2])[c:4]1[cH:5][nH:6][c:7]2[c:8]3[c:9]([cH:10][cH:11][c:12]12)[O:13][CH2:14][CH2:15]3. Starting materials: C=C(COC(=O)CCCCCCCBr)COC(=O)CCCCCCCCCCCCCCC, c1ccncc1. Yields the product [Br-], C=C(COC(=O)CCCCCCCCCCCCCCC)COC(=O)CCCCCCC[n+]1ccccc1. Reaction SMILES: [C:1]([CH2:2][CH2:3][CH2:4][CH2:5][CH2:6][CH2:7][CH2:8][CH2:9][CH2:10][CH2:11][CH2:12][CH2:13][CH2:14][CH2:15][CH3:16])(=[O:17])[O:18][CH2:19][C:20]([CH2:21][O:22][C:23]([CH2:24][CH2:25][CH2:26][CH2:27][CH2:28][CH2:29][CH2:30][Br:31])=[O:32])=[CH2:33].[cH:34]1[cH:35][cH:36][n:37][cH:38][cH:39]1>>[Br-:31].[C:1]([CH2:2][CH2:3][CH2:4][CH2:5][CH2:6][CH2:7][CH2:8][CH2:9][CH2:10][CH2:11][CH2:12][CH2:13][CH2:14][CH2:15][CH3:16])(=[O:17])[O:18][CH2:19][C:20]([CH2:21][O:22][C:23]([CH2:24][CH2:25][CH2:26][CH2:27][CH2:28][CH2:29][CH2:30][n+:37]1[cH:36][cH:35][cH:34][cH:39][cH:38]1)=[O:32])=[CH2:33]. Reactants: CON(C(=O)C=1N=CN(C1)C=1C=C(C=CC1)C1=CC=CC=C1)C (1-Biphenyl-3-yl-1H-imidazole-4-carboxylic acid methoxy-methyl-amide), BrC1=NC=CC=C1 (2-bromopyridine), C(CCC)[Li] (n-Butyllithium), resultant mixture, [Cl-].[NH4+] (ammonium chloride). Solvent: C1CCOC1 (THF). Conditions: temperature -78 celsius, time 45 minute. The product is C1(=CC(=CC=C1)N1C=NC(=C1)C(=O)C1=NC=CC=C1)C1=CC=CC=C1 ((1-Biphenyl-3-yl-1H-imidazol-4-yl)-pyridin-2-yl-methanone). The yield is 28.8%. RXN SMILES: Br[C:2]1[CH:7]=[CH:6][CH:5]=[CH:4][N:3]=1.C([Li])CCC.CON(C)[C:16]([C:18]1[N:19]=[CH:20][N:21]([C:23]2[CH:24]=[C:25]([C:29]3[CH:34]=[CH:33][CH:32]=[CH:31][CH:30]=3)[CH:26]=[CH:27][CH:28]=2)[CH:22]=1)=[O:17].[Cl-].[NH4+]>C1COCC1>[C:25]1([C:29]2[CH:30]=[CH:31][CH:32]=[CH:33][CH:34]=2)[CH:26]=[CH:27][CH:28]=[C:23]([N:21]2[CH:22]=[C:18]([C:16]([C:2]3[CH:7]=[CH:6][CH:5]=[CH:4][N:3]=3)=[O:17])[N:19]=[CH:20]2)[CH:24]=1 |f:3.4|. Reported procedure: A solution of 2-bromopyridine (1.0 g, 6.5 mmol) in THF (20 ml) was stirred at −78° C. in a nitrogen atmosphere. n-Butyllithium (8.1 ml 1.6M solution in hexanes, 13.0 mmol) was added and stirring at −78° C. was continued for 45 min. The resultant mixture was allowed to warm to 0° C. for two hours, in order to ensure completion of anion formation. The mixture was again cooled to −78° C. and compound 12a (0.5 g, 1.6 mmol) was added. After 30 min. the mixture was allowed to warm to 0° C. and saturat...